This data is from the Open Reaction Database (ORD), a public repository of structured organic reaction records. The task is: describe an organic reaction: reactants, conditions, products, and yield Reactants: O (Water), C(Br)C1CO1 (Epibromohydrin), CC=1NC2=C(N1)C=CC=C2 (2-methylbenzimidazole), [H-].[Na+] (sodium hydride). Run in CN(C)C=O (DMF). Reaction conditions: temperature 60 celsius. Yields the product C(C1CO1)N1C(=NC2=C1C=CC=C2)C (1-N-Glycidyl-2-methylbenzimidazole), oil. Isolated yield 45.0%. Reaction SMILES: [CH2:1]([CH:3]1[O:5][CH2:4]1)Br.[CH3:6][C:7]1[NH:8][C:9]2[CH:15]=[CH:14][CH:13]=[CH:12][C:10]=2[N:11]=1.[H-].[Na+].O>CN(C=O)C>[CH2:1]([N:8]1[C:9]2[CH:15]=[CH:14][CH:13]=[CH:12][C:10]=2[N:11]=[C:7]1[CH3:6])[CH:3]1[O:5][CH2:4]1 |f:2.3|. Reported procedure: Epibromohydrin (1.0 g, 7.6 mmole) was added to a stirred solution of 2-methylbenzimidazole (1.0 g, 7.6 mmole) and sodium hydride (0.3 g, 7.6 mmole) in anhydrous DMF (20 ml), and the mixture was heated at 60° C. under nitrogen for 0.5 hours. Water (100 ml) was added and the product extracted into CH2Cl2 (3×25 ml). The combined organics were washed with water (25 ml), brine (25 ml) and dried over anhydrous sodium sulfate. Filtration and concentration in vacuo gave the crude product as a light yell... Reactants: O=C([O-])[O-], C1COCCO1, ClCCl, [Cs+], [Cs+], Fc1ccc(Oc2nn3c(I)cnc3s2)cc1, O, OB(O)c1ccc(O)cc1, c1ccc(P(c2ccccc2)(c2ccccc2)[Pd](P(c2ccccc2)(c2ccccc2)c2ccccc2)(P(c2ccccc2)(c2ccccc2)c2ccccc2)P(c2ccccc2)(c2ccccc2)c2ccccc2)cc1. The product is Oc1ccc(-c2cnc3sc(Oc4ccc(F)cc4)nn23)cc1. As a reaction SMILES: [C:28](=[O:29])([O-:30])[O-:31].[CH2:35]1[O:36][CH2:37][CH2:38][O:39][CH2:40]1.[Cl:41][CH2:42][Cl:43].[Cs+:32].[Cs+:33].[F:1][c:2]1[cH:3][cH:4][c:5]([O:6][c:7]2[n:8][n:9]3[c:10]([s:11]2)[n:12][cH:13][c:14]3[I:15])[cH:16][cH:17]1.[OH2:34].[OH:18][c:19]1[cH:20][cH:21][c:22]([B:25]([OH:26])[OH:27])[cH:23][cH:24]1.[cH:44]1[cH:45][cH:46][c:47]([P:48]([Pd:49]([P:50]([c:51]2[cH:52][cH:53][cH:54][cH:55][cH:56]2)([c:57]2[cH:58][cH:59][cH:60][cH:61][cH:62]2)[c:63]2[cH:64][cH:65][cH:66][cH:67][cH:68]2)([P:69]([c:70]2[cH:71][cH:72][cH:73][cH:74][cH:75]2)([c:76]2[cH:77][cH:78][cH:79][cH:80][cH:81]2)[c:82]2[cH:83][cH:84][cH:85][cH:86][cH:87]2)[P:88]([c:89]2[cH:90][cH:91][cH:92][cH:93][cH:94]2)([c:95]2[cH:96][cH:97][cH:98][cH:99][cH:100]2)[c:101]2[cH:102][cH:103][cH:104][cH:105][cH:106]2)([c:107]2[cH:108][cH:109][cH:110][cH:111][cH:112]2)[c:113]2[cH:114][cH:115][cH:116][cH:117][cH:118]2)[cH:119][cH:120]1>>[F:1][c:2]1[cH:3][cH:4][c:5]([O:6][c:7]2[n:8][n:9]3[c:10]([s:11]2)[n:12][cH:13][c:14]3-[c:22]2[cH:21][cH:20][c:19]([OH:18])[cH:24][cH:23]2)[cH:16][cH:17]1. The reactants are C(C)OC(=O)C1=NNC=N1 (1H-[1,2,4]triazole-3-carboxylic acid ethyl ester), [H-].[Na+] (sodium hydride), C(C)(C)(C)OC(=O)N1CCC(CC1)OS(=O)(=O)C (4-methanesulfonyloxy-piperidine-1-carboxylic acid tert-butyl ester). Solvent: CN(C=O)C (dimethylformamide). Reaction conditions: time 20 minute. The product is C(C)(C)(C)OC(=O)N1CCC(CC1)N1N=C(N=C1)C(=O)OC (4-(3-Methoxycarbonyl-[1,2,4]triazol-1-yl)-piperidine-1-carboxylic acid tert-butyl ester). As a reaction SMILES: [CH2:1]([O:3][C:4]([C:6]1[N:10]=[CH:9][NH:8][N:7]=1)=[O:5])C.[H-].[Na+].[C:13]([O:17][C:18]([N:20]1[CH2:25][CH2:24][CH:23](OS(C)(=O)=O)[CH2:22][CH2:21]1)=[O:19])([CH3:16])([CH3:15])[CH3:14]>CN(C)C=O>[C:13]([O:17][C:18]([N:20]1[CH2:25][CH2:24][CH:23]([N:8]2[CH:9]=[N:10][C:6]([C:4]([O:3][CH3:1])=[O:5])=[N:7]2)[CH2:22][CH2:21]1)=[O:19])([CH3:16])([CH3:14])[CH3:15] |f:1.2|. Procedure details: To a solution of 1H-[1,2,4]triazole-3-carboxylic acid ethyl ester (1.05 g, 8.23 mmol) in dimethylformamide (50 mL) was added sodium hydride (60%, 0.395 g, 9.88 mmol). The solution was stirred at room temperature for 20 minutes followed by 1 hour at 70° C. 4-methanesulfonyloxy-piperidine-1-carboxylic acid tert-butyl ester (2.3 g, 8.23 mmol) was then added in a single portion and heated at 70° C. for 40 hours. The solution was cooled to 0° C. and the salt precipitate was removed by filtration. The... Starting materials: Cl[C@@H]1CN(CCC1)CCC1=CC=C(C=C1)OC ((S)-(+)-3-chloro-1-(4-methoxyphenethyl)piperidine), ice water, [H-].[Na+] (sodium hydride), C1=CC=CC=2NC3=C(OCC21)C=CC=C3 (5,11-dihydrodibenzo[b,e][1,4]oxazepine). The solvent is CS(=O)C (dimethyl sulfoxide), petroleum ether, CS(=O)C (dimethyl sulfoxide). Conditions: time 40 minute. The product is COC1=CC=C(CCN2[C@H](CCC2)CN2C3=C(OCC4=C2C=CC=C4)C=CC=C3)C=C1 ((R)-(+)-5,11-dihydro-5-[1-(4-methoxyphenethyl)-2-pyrrolidinylmethyl]dibenzo[b,e][1,4]oxazepine). Isolated yield 70.0%. Reaction SMILES: [H-].[Na+].[CH:3]1[C:13]2[CH2:12][O:11][C:10]3[CH:14]=[CH:15][CH:16]=[CH:17][C:9]=3[NH:8][C:7]=2[CH:6]=[CH:5][CH:4]=1.Cl[C@H:19]1[CH2:24][CH2:23][CH2:22][N:21]([CH2:25][CH2:26][C:27]2[CH:32]=[CH:31][C:30]([O:33][CH3:34])=[CH:29][CH:28]=2)[CH2:20]1>CS(C)=O>[CH3:34][O:33][C:30]1[CH:29]=[CH:28][C:27]([CH2:26][CH2:25][N:21]2[CH2:22][CH2:23][CH2:24][C@@H:20]2[CH2:19][N:8]2[C:7]3[CH:6]=[CH:5][CH:4]=[CH:3][C:13]=3[CH2:12][O:11][C:10]3[CH:14]=[CH:15][CH:16]=[CH:17][C:9]2=3)=[CH:32][CH:31]=1 |f:0.1|. Procedure details: Sixty-percent sodium hydride (520 mg, 13 mmols) was washed with petroleum ether, and then suspended in 55 ml of dimethyl sulfoxide. To the suspension were added 2.0 g (10 mmols) of 5,11-dihydrodibenzo[b,e][1,4]oxazepine. The mixture was stirred in a nitrogen atmosphere at room temperature for 40 minutes. To this reaction solution was added dropwise a solution of 3.1 g (12 mmols) of (S)-(+)-3-chloro-1-(4-methoxyphenethyl)piperidine [[α]D25 =+10.1° (c=1.2, ethanol)] in 10 ml of dimethyl sulfoxide,... Reactants: ClC1=NC2=CC(=CC=C2C(=C1)C1=CC=C(C=C1)F)CN1N=NC(=C1)[C@](C(F)(F)F)(CC)O ((S)-2-(1-{[2-chloro-4-(4-fluorophenyl)quinolin-7-yl]methyl}-1H-1,2,3-triazol-4-yl)-1,1,1-trifluorobutan-2-ol), C[S-].[Na+] (sodium thiomethoxide). The solvent is CN(C)C=O (DMF). The product is FC([C@@](CC)(O)C=1N=NN(C1)CC1=CC=C2C(=CC(=NC2=C1)SC)C1=CC=C(C=C1)F)(F)F ((S)-1,1,1-trifluoro-2-(1-{[4-(4-fluorophenyl)-2-(methylthio)quinolin-7-yl]methyl}-1H-1,2,3-triazol-4-yl)butan-2-ol). RXN SMILES: Cl[C:2]1[CH:11]=[C:10]([C:12]2[CH:17]=[CH:16][C:15]([F:18])=[CH:14][CH:13]=2)[C:9]2[C:4](=[CH:5][C:6]([CH2:19][N:20]3[CH:24]=[C:23]([C@@:25]([OH:32])([CH2:30][CH3:31])[C:26]([F:29])([F:28])[F:27])[N:22]=[N:21]3)=[CH:7][CH:8]=2)[N:3]=1.[CH3:33][S-:34].[Na+]>CN(C=O)C>[F:27][C:26]([F:29])([F:28])[C@:25]([C:23]1[N:22]=[N:21][N:20]([CH2:19][C:6]2[CH:5]=[C:4]3[C:9]([C:10]([C:12]4[CH:17]=[CH:16][C:15]([F:18])=[CH:14][CH:13]=4)=[CH:11][C:2]([S:34][CH3:33])=[N:3]3)=[CH:8][CH:7]=2)[CH:24]=1)([OH:32])[CH2:30][CH3:31] |f:1.2|. Procedure details: A solution of (S)-2-(1-{[2-chloro-4-(4-fluorophenyl)quinolin-7-yl]methyl}-1H-1,2,3-triazol-4-yl)-1,1,1-trifluorobutan-2-ol (85 mg, 0.18 mmol) and sodium thiomethoxide (51 mg, 0.72 mmol) in DMF (3 mL) was stirred at rt for 2 h. The reaction was quenched with saturated aqueous NH4Cl and extracted with EtOAc. The combined organic layers were washed with brine, dried over Na2SO4, filtered and concentrated under reduce pressure. Purification on silica gel (eluting with ethyl acetate/hexanes, 1:9) gav... The reactants are [Br-], C1CCOC1, Cc1ccccc1, CCCCCC, COc1ccc([Mg+])cc1, Fc1ccc(Cl)cc1. Product: COc1ccc(-c2ccc(F)cc2)cc1. RXN SMILES: [Br-:6].[CH2:1]1[O:2][CH2:3][CH2:4][CH2:5]1.[CH3:24][c:25]1[cH:26][cH:27][cH:28][cH:29][cH:30]1.[CH3:31][CH2:32][CH2:33][CH2:34][CH2:35][CH3:36].[CH3:7][O:8][c:9]1[cH:10][cH:11][c:12]([Mg+:15])[cH:13][cH:14]1.[Cl:16][c:17]1[cH:18][cH:19][c:20]([F:23])[cH:21][cH:22]1>>[CH3:7][O:8][c:9]1[cH:10][cH:11][c:12](-[c:17]2[cH:18][cH:19][c:20]([F:23])[cH:21][cH:22]2)[cH:13][cH:14]1. Starting materials: C(=O)[O-].[NH4+] (ammonium formate), C(C1=CC=CC=C1)OC1=CC=C(C=C1)CCN1[C@@](CN2C1=NC(=CC2=O)N2CC1CCC(C2)O1)(C(F)(F)F)C ((S)-1-[2-(4-benzyloxyphenyl)ethyl]-2-methyl-7-(8-oxa-3-azabicyclo[3.2.1]oct-3-yl)-2-trifluoromethyl-2,3-dihydro-1H-imidazo[1,2-a]pyrimidin-5-one). Reagents/catalysts: [OH-].[Pd+2].[OH-] (palladium hydroxide). Run in CO (methanol). Yields the product OC1=CC=C(C=C1)CCN1[C@@](CN2C1=NC(=CC2=O)N2CC1CCC(C2)O1)(C(F)(F)F)C ((S)-1-[2-(4-hydroxyphenyl)ethyl]-2-methyl-7-(8-oxa-3-azabicyclo[3.2.1]oct-3-yl)-2-trifluoromethyl-2,3-dihydro-1H-imidazo[1,2-a]pyrimidin-5-one). RXN SMILES: C([O-])=O.[NH4+].C([O:12][C:13]1[CH:18]=[CH:17][C:16]([CH2:19][CH2:20][N:21]2[C:25]3=[N:26][C:27]([N:31]4[CH2:37][CH:36]5[O:38][CH:33]([CH2:34][CH2:35]5)[CH2:32]4)=[CH:28][C:29](=[O:30])[N:24]3[CH2:23][C@@:22]2([CH3:43])[C:39]([F:42])([F:41])[F:40])=[CH:15][CH:14]=1)C1C=CC=CC=1>CO.[OH-].[Pd+2].[OH-]>[OH:12][C:13]1[CH:18]=[CH:17][C:16]([CH2:19][CH2:20][N:21]2[C:25]3=[N:26][C:27]([N:31]4[CH2:32][CH:33]5[O:38][CH:36]([CH2:35][CH2:34]5)[CH2:37]4)=[CH:28][C:29](=[O:30])[N:24]3[CH2:23][C@@:22]2([CH3:43])[C:39]([F:42])([F:41])[F:40])=[CH:15][CH:14]=1 |f:0.1,4.5.6|. Procedure: 700 mg (11.10 mmol) of ammonium formate and 156 mg (0.22 mmol) of 20% palladium hydroxide are added at 0° C. to a solution of 1.20 g (2.22 mmol) of (S)-1-[2-(4-benzyloxyphenyl)ethyl]-2-methyl-7-(8-oxa-3-azabicyclo[3.2.1]oct-3-yl)-2-trifluoromethyl-2,3-dihydro-1H-imidazo[1,2-a]pyrimidin-5-one in 15 mL of methanol. The mixture is refluxed for 1 hour and then allowed to cool to room temperature. The reaction medium is filtered through Celite and the filtrate is then evaporated to dryness. After pur... The reactants are C(C)#N (acetonitrile), C(CCC)[Li] (n-butyllithium), FC(C(=O)OC)(CC)F (methyl 2,2-difluorobutanoate). Solvent: C1CCOC1 (THF). Reaction conditions: temperature -78 celsius, time 1 hour. The product is FC(C(CC#N)=O)(CC)F (4,4-Difluoro-3-oxohexanenitrile). As a reaction SMILES: C([Li])CCC.[C:6](#[N:8])[CH3:7].[F:9][C:10]([F:17])([CH2:15][CH3:16])[C:11](OC)=[O:12]>C1COCC1>[F:9][C:10]([F:17])([CH2:15][CH3:16])[C:11](=[O:12])[CH2:7][C:6]#[N:8]. Procedure details: A flame-dried flask was charged with 2.9 ml (4.6 mmol) of n-butyllithium solution (1.6 M in hexanes) in dry THF (14 ml) under inert gas atmosphere and cooled to −78° C. Next, 0.213 ml (4.06 mmol) acetonitrile were slowly added, and the resulting mixture was stirred for 1 h at −70° C. Then, 0.40 g (2.9 mmol) methyl 2,2-difluorobutanoate were slowly added over 5 min maintaining the temperature below −69° C. The reaction mixture was stirred for 2 h at −45° C. and then quenched by addition of 2 N hy...